From a dataset of the Open Reaction Database (ORD), a public repository of structured organic reaction records. describe an organic reaction: reactants, conditions, products, and yield Reported procedure: To a vial charged with perfluorophenyl 5-(2-chloro-4-(trifluoromethyl)phenyl)naphthalene-2-sulfonate (0.200 g, 0.362 mmol) and THF (1 mL), was added thiazol-2-amine (0.040 g, 0.398 mmol) as a solution in THF (2 mL). The solution was cooled to −78° C., and a THF solution of lithium bis(trimethylsilyl)amide (0.724 ml, 0.724 mmol, 1M) was added dropwise by syringe. The solution was maintained at −78° C. for 5 min and then allowed to warm to rt. The solution was concentrated and the crude residue wa... Run in C1CCOC1 (THF), C1CCOC1 (THF), C1CCOC1 (THF). As a reaction SMILES: [Cl:1][C:2]1[CH:7]=[C:6]([C:8]([F:11])([F:10])[F:9])[CH:5]=[CH:4][C:3]=1[C:12]1[CH:21]=[CH:20][CH:19]=[C:18]2[C:13]=1[CH:14]=[CH:15][C:16]([S:22](OC1C(F)=C(F)C(F)=C(F)C=1F)(=[O:24])=[O:23])=[CH:17]2.[S:37]1[CH:41]=[CH:40][N:39]=[C:38]1[NH2:42].C[Si]([N-][Si](C)(C)C)(C)C.[Li+]>C1COCC1>[Cl:1][C:2]1[CH:7]=[C:6]([C:8]([F:10])([F:11])[F:9])[CH:5]=[CH:4][C:3]=1[C:12]1[CH:21]=[CH:20][CH:19]=[C:18]2[C:13]=1[CH:14]=[CH:15][C:16]([S:22]([NH:42][C:38]1[S:37][CH:41]=[CH:40][N:39]=1)(=[O:24])=[O:23])=[CH:17]2 |f:2.3|. Conditions: temperature -78 celsius. The product is ClC1=C(C=CC(=C1)C(F)(F)F)C1=C2C=CC(=CC2=CC=C1)S(=O)(=O)NC=1SC=CN1 (5-(2-chloro-4-(trifluoromethyl)phenyl)-N-(thiazol-2-yl)naphthalene-2-sulfonamide). Reactants: C[Si](C)(C)[N-][Si](C)(C)C.[Li+] (lithium bis(trimethylsilyl)amide), ClC1=C(C=CC(=C1)C(F)(F)F)C1=C2C=CC(=CC2=CC=C1)S(=O)(=O)OC1=C(C(=C(C(=C1F)F)F)F)F (perfluorophenyl 5-(2-chloro-4-(trifluoromethyl)phenyl)naphthalene-2-sulfonate), S1C(=NC=C1)N (thiazol-2-amine). The yield is 66.0%. Reactants: C12C(OC3CC(CC(C1)C3)C2)=O (3-oxatricyclo[4.3.1.14,8]undecan-2-one), O=O (oxygen), Co(acac)2, CC(C(C)=O)=O (2,3-butanedione). Run in C(C)(=O)O (acetic acid). Conditions: temperature 80 celsius, time 4 hour. The product is C(C)(=O)C12CC3OC(C(CC(C1)C3)C2)=O (6-acetyl-3-oxatricyclo[4.3.1.14,8]undecan-2-one). RXN SMILES: [CH:1]12[CH2:11][CH:6]3[CH2:7][CH:8]([CH2:10][CH:4]([CH2:5]3)[O:3][C:2]1=[O:12])[CH2:9]2.C[C:14](=O)[C:15](=[O:17])C.O=O>C(O)(=O)C>[C:15]([C:6]12[CH2:11][CH:1]3[CH2:9][CH:8]([CH2:10][CH:4]([O:3][C:2]3=[O:12])[CH2:5]1)[CH2:7]2)(=[O:17])[CH3:14]. Procedure: In a flask were placed 3-oxatricyclo[4.3.1.14,8]undecan-2-one (16.6 g, 100 mmol), acetylacetonatocobalt [Co(acac)2] (50 mmol), 2,3-butanedione (600 mmol), and acetic acid (100 g). A condenser and an oxygen balloon were attached to the flask, and the mixture in the flask was vigorously stirred at 80° C. for 4 hours. After the completion of the reaction, the reaction mixture was concentrated, followed by addition of toluene and washing with water. The resulting organic layer was concentrated, the ... The reactants are C(C)(C)(C)OC(=O)N1CCC=2C(=NNC2CC1)C1=CC=C(C=C1)Cl (3-(4-chloro-phenyl)-4,5,7,8-tetrahydro-1H-1,2,6-triaza-azulene-6-carboxylic acid tert-butyl ester), COC1=C(CCl)C=CC=C1 (2-methoxybenzyl chloride), C(C)(C)(C)OC(=O)N1CCC2=C(N(N=C2CC1)CC1=C(C=CC=C1)OC)C1=CC=C(C=C1)Cl (3-(4-chloro-phenyl)-2-(2-methoxy-benzyl)-4,5,7,8-tetrahydro-2H-1,2,6-triaza-azulene-6-carboxylic acid tert-butyl ester). Product: ClC1=CC=C(C=C1)C1=NN(C=2CCNCCC12)CC1=C(C=CC=C1)OC (3-(4-Chloro-phenyl)-1-(2-methoxy-benzyl)-1,4,5,6,7,8-hexahydro-1,2,6-triaza-azulene). Isolated yield 54.4%. As a reaction SMILES: C(OC([N:8]1[CH2:17][CH2:16][C:15]2[NH:14][N:13]=[C:12]([C:18]3[CH:23]=[CH:22][C:21]([Cl:24])=[CH:20][CH:19]=3)[C:11]=2[CH2:10][CH2:9]1)=O)(C)(C)C.[CH3:25][O:26][C:27]1[CH:34]=[CH:33][CH:32]=[CH:31][C:28]=1[CH2:29]Cl.C(OC(N1CCC2C(=C(C3C=CC(Cl)=CC=3)N(CC3C=CC=CC=3OC)N=2)CC1)=O)(C)(C)C>>[Cl:24][C:21]1[CH:20]=[CH:19][C:18]([C:12]2[C:11]3[CH2:10][CH2:9][NH:8][CH2:17][CH2:16][C:15]=3[N:14]([CH2:29][C:28]3[CH:31]=[CH:32][CH:33]=[CH:34][C:27]=3[O:26][CH3:25])[N:13]=2)=[CH:23][CH:22]=1. Procedure details: The title compound (0.06 g) was prepared from 3-(4-chloro-phenyl)-4,5,7,8-tetrahydro-1H-1,2,6-triaza-azulene-6-carboxylic acid tert-butyl ester (Example 103, Step B; 0.3 mmol) using 2-methoxybenzyl chloride (0.3 mmol) in place of 2-chloromethyl-thiophene. The reaction sequence also yielded 3-(4-chloro-phenyl)-2-(2-methoxy-benzyl)-4,5,7,8-tetrahydro-2H-1,2,6-triaza-azulene-6-carboxylic acid tert-butyl ester in the alkylation step. MS (ESI): exact mass calculated for C21H22ClN3O, 367.15. found, m/... Reactants: FC1=C(C2=C(NC(CS2)=O)C=C1)F (7,8-difluoro-4H-benzo[1,4]thiazin-3-one), [Li] (lithium). Run in C1CCOC1 (THF). The product is FC1=C(C2=C(NCCS2)C=C1)F (7,8-Difluoro-3,4-dihydro-2H-benzo[1,4]thiazine). Yield: 104.0%. As a reaction SMILES: [F:1][C:2]1[CH:12]=[CH:11][C:5]2[NH:6][C:7](=O)[CH2:8][S:9][C:4]=2[C:3]=1[F:13].[Li]>C1COCC1>[F:1][C:2]1[CH:12]=[CH:11][C:5]2[NH:6][CH2:7][CH2:8][S:9][C:4]=2[C:3]=1[F:13] |^1:13|. Procedure: A solution of 7,8-difluoro-4H-benzo[1,4]thiazin-3-one (Example L-3, 2.27 g, 11.3 mmol) in THF (100 mL) was reacted with lithium aluminumhydride (1.07 g, 28.2 mmol) under an N2 atmosphere and heated to reflux overnight. The mixture was cooled and quenched with 1.0N HCl and extracted with ethyl acetate. The organic layers were combined, dried with sodium sulfate, and concentrated to provide 2.2 g of the title compound as an oil. The reactants are CC(C)(C)OC(=O)Nc1cccc(Cn2ccc(NC(=O)C(CC3CCCC3)c3ccc(S(C)(=O)=O)c(Cl)c3)n2)c1, [Li]CCCC, COC(=O)Cc1ccc2c(c1)CCS2, CC(C)NC(C)C, [Cl-], [NH4+], C1CCOC1. Yields the product COC(=O)C(CC1CCCC1)c1ccc2c(c1)CCS2. Reaction SMILES: [C:27]([O:28][C:29](=[O:30])[NH:31][c:32]1[cH:33][cH:34][cH:35][c:36]([CH2:37][n:38]2[cH:39][cH:40][c:41]([NH:42][C:43](=[O:44])[CH:45]([c:46]3[cH:47][cH:48][c:55]([S:56]([CH3:57])(=[O:58])=[O:59])[c:60]([Cl:61])[cH:62]3)[CH2:49][CH:50]3[CH2:51][CH2:52][CH2:53][CH2:54]3)[n:63]2)[cH:64]1)([CH3:65])([CH3:66])[CH3:67].[CH2:8]([Li:9])[CH2:10][CH2:11][CH3:12].[CH3:13][O:14][C:15]([CH2:16][c:17]1[cH:18][c:19]2[c:20]([cH:24][cH:25]1)[S:21][CH2:22][CH2:23]2)=[O:26].[CH:1]([NH:2][CH:3]([CH3:4])[CH3:5])([CH3:6])[CH3:7].[Cl-:73].[NH4+:74].[O:68]1[CH2:69][CH2:70][CH2:71][CH2:72]1>>[CH3:13][O:14][C:15]([CH:16]([c:17]1[cH:18][c:19]2[c:20]([cH:24][cH:25]1)[S:21][CH2:22][CH2:23]2)[CH2:49][CH:50]1[CH2:51][CH2:52][CH2:53][CH2:54]1)=[O:26]. The reactants are CCCCCCCCC=CCCCCCCCC(=O)OCC(COC(=O)CCCCCCCC=CCCCCCCCC)O[Si](C)(C)C(C)(C)C, CCCC[N+](CCCC)(CCCC)CCCC, [F-], C1CCOC1. The product is CCCCCCCCC=CCCCCCCCC(=O)OCC(O)COC(=O)CCCCCCCC=CCCCCCCCC. As a reaction SMILES: [C:1]([CH2:2][CH2:3][CH2:4][CH2:5][CH2:6][CH2:7][CH2:8][CH:9]=[CH:10][CH2:11][CH2:12][CH2:13][CH2:14][CH2:15][CH2:16][CH2:17][CH3:18])(=[O:19])[O:20][CH2:21][CH:22]([O:23][Si:24]([C:25]([CH3:26])([CH3:27])[CH3:28])([CH3:29])[CH3:30])[CH2:31][O:32][C:33]([CH2:34][CH2:35][CH2:36][CH2:37][CH2:38][CH2:39][CH2:40][CH:41]=[CH:42][CH2:43][CH2:44][CH2:45][CH2:46][CH2:47][CH2:48][CH2:49][CH3:50])=[O:51].[CH2:58]([N+:59]([CH2:60][CH2:61][CH2:62][CH3:63])([CH2:64][CH2:65][CH2:66][CH3:67])[CH2:68][CH2:69][CH2:70][CH3:71])[CH2:72][CH2:73][CH3:74].[F-:57].[O:52]1[CH2:53][CH2:54][CH2:55][CH2:56]1>>[C:1]([CH2:2][CH2:3][CH2:4][CH2:5][CH2:6][CH2:7][CH2:8][CH:9]=[CH:10][CH2:11][CH2:12][CH2:13][CH2:14][CH2:15][CH2:16][CH2:17][CH3:18])(=[O:19])[O:20][CH2:21][CH:22]([OH:23])[CH2:31][O:32][C:33]([CH2:34][CH2:35][CH2:36][CH2:37][CH2:38][CH2:39][CH2:40][CH:41]=[CH:42][CH2:43][CH2:44][CH2:45][CH2:46][CH2:47][CH2:48][CH2:49][CH3:50])=[O:51].